Dataset: the Open Reaction Database (ORD), a public repository of structured organic reaction records. Task: describe an organic reaction: reactants, conditions, products, and yield The reactants are ClCNC[Si](C)(C)C (Chloromethyl(trimethylsilyl)methylamine), C[C@H](C1=CC=CC=C1)N ((R)-(+)-α-methylbenzylamine). The solvent is [OH-].[K+] (KOH). Product: C1(=CC=CC=C1)C(C)[C@@H]([Si](C)(C)C)N ((R)-[(1-Phenylethyl)Trimethylsilanylmethyl]Amine). Reaction SMILES: ClC[NH:3][CH2:4][Si:5]([CH3:8])([CH3:7])[CH3:6].[CH3:9][C@@H:10](N)[C:11]1[CH:16]=[CH:15][CH:14]=[CH:13][CH:12]=1>[OH-].[K+]>[C:11]1([CH:10]([C@H:4]([NH2:3])[Si:5]([CH3:8])([CH3:7])[CH3:6])[CH3:9])[CH:16]=[CH:15][CH:14]=[CH:13][CH:12]=1 |f:2.3|. Reported procedure: Chloromethyl(trimethylsilyl)methylamine (25 g, 0.166 mol) was treated under reflux with (R)-(+)-α-methylbenzylamine (78.5 mL, 0.61 mol) for 6 h. After cooling 100 mL of 15% KOH was added. The resulting solution was stirred before extracting twice with diethyl ether. The organics were combined and washed with brine and dried (K2CO3). The solvent was removed in vacuo and the residue was distilled at 0.001 mm Hg to give the title compound as a clear oil between 38°-45° C. Reactants: C(C)(C)(C)OC(NC1=C(C=CC=C1)NC(=O)C=1OC2=C(C1)C=C(C=C2)CCO)=O ((2-{[5-(2-Hydroxy-ethyl)-benzofuran-2-carbonyl]-amino}-phenyl)-carbamic acid tert-butyl ester), solution, Cl (HCl). The solvent is C1CCOC1 (THF), O1CCOCC1 (dioxane). Run at temperature 55 celsius, time 2 hour. The product is NC1=C(C=CC=C1)NC(=O)C=1OC2=C(C1)C=C(C=C2)CCO (5-(2-Hydroxy-ethyl)-benzofuran-2-carboxylic acid (2-amino-phenyl)-amide). Isolated yield 80.4%. RXN SMILES: C(OC(=O)[NH:7][C:8]1[CH:13]=[CH:12][CH:11]=[CH:10][C:9]=1[NH:14][C:15]([C:17]1[O:18][C:19]2[CH:25]=[CH:24][C:23]([CH2:26][CH2:27][OH:28])=[CH:22][C:20]=2[CH:21]=1)=[O:16])(C)(C)C.Cl>C1COCC1.O1CCOCC1>[NH2:7][C:8]1[CH:13]=[CH:12][CH:11]=[CH:10][C:9]=1[NH:14][C:15]([C:17]1[O:18][C:19]2[CH:25]=[CH:24][C:23]([CH2:26][CH2:27][OH:28])=[CH:22][C:20]=2[CH:21]=1)=[O:16]. Reported procedure: To a solution of 75 mg (0.189 mmol) (2-{[5-(2-Hydroxy-ethyl)-benzofuran-2-carbonyl]-amino}-phenyl)-carbamic acid tert-butyl ester (58) in 3 ml THF were added 1892 μl of 4M solution of HCl in dioxane. The reaction was stirred at 55° C. for 2 h. The solvent was evaporated, ethylacetate was added and the organic phase was washed with saturated aqueous sodium bicarbonate solution and brine and dried over Na2SO4. The solvent was removed to give 45 mg (0.152 mmol) 5-(2-Hydroxy-ethyl)-benzofuran-2-carb... Starting materials: CN(C)C=O, COc1cc2c(c3c1OC(C)(C)C3)C(c1cccc(N)c1)=NC(C)(C)C2, [Cl-], O=C=NCCCl, [Na+]. Product: COc1cc2c(c3c1OC(C)(C)C3)C(c1cccc(NC(=O)NCCCl)c1)=NC(C)(C)C2. Reaction SMILES: [CH3:35][N:36]([CH3:37])[CH:38]=[O:39].[CH3:7][O:8][c:9]1[cH:10][c:11]2[c:16]([c:17]3[c:18]1[O:19][C:20]([CH3:22])([CH3:23])[CH2:21]3)[C:15]([c:24]1[cH:25][c:26]([NH2:30])[cH:27][cH:28][cH:29]1)=[N:14][C:13]([CH3:31])([CH3:32])[CH2:12]2.[Cl-:34].[Cl:1][CH2:2][CH2:3][N:4]=[C:5]=[O:6].[Na+:33]>>[Cl:1][CH2:2][CH2:3][NH:4][C:5](=[O:6])[NH:30][c:26]1[cH:25][c:24]([C:15]2=[N:14][C:13]([CH3:31])([CH3:32])[CH2:12][c:11]3[cH:10][c:9]([O:8][CH3:7])[c:18]4[c:17]([c:16]32)[CH2:21][C:20]([CH3:22])([CH3:23])[O:19]4)[cH:29][cH:28][cH:27]1. Starting materials: C(#N)C=1C=CC(=C(OC2CCN(CC2)C(=O)OC(C)(C)C)C1)OC (tert-butyl 4-(5-cyano-2-methoxyphenoxy)piperidine-1-carboxylate), Cl (HCl). Run in C(C)O (ethanol). Reaction conditions: temperature 40 celsius, time 3 hour. The product is COC1=C(C=C(C#N)C=C1)OC1CCNCC1 (4-methoxy-3-(piperidin-4-yloxy)benzonitrile), hydrochloride salt. The yield is 77.0%. Reaction SMILES: [C:1]([C:3]1[CH:4]=[CH:5][C:6]([O:23][CH3:24])=[C:7]([CH:22]=1)[O:8][CH:9]1[CH2:14][CH2:13][N:12](C(OC(C)(C)C)=O)[CH2:11][CH2:10]1)#[N:2].Cl>C(O)C>[CH3:24][O:23][C:6]1[CH:5]=[CH:4][C:3]([C:1]#[N:2])=[CH:22][C:7]=1[O:8][CH:9]1[CH2:14][CH2:13][NH:12][CH2:11][CH2:10]1. Procedure: Tert-butyl 4-(5-cyano-2-methoxyphenoxy)piperidine-1-carboxylate (2, 39.31 g, 118.26 mmoles) was suspended in ethanol (155.53 g) and heated to 40° C. To this slurry was slowly added HCl (46.61 g, 573.04 mmoles). The mixture was heated to 60° C. and held for 3 hours. The reaction mixture was cooled to 20° C. and seed was charged initiating crystallisation. The resulting solid was isolated by filtration at 0° C., washed twice with ethanol (62.21 g) and then dried to give the title compound as the h... Reactants: COC(=O)CN, CC#N, CCOC(C)=O, CCN(C(C)C)C(C)C, Cl, [F-], O=[N+]([O-])c1ccccc1F, [K+], [K+], C1COCCOCCOCCOCCOCCO1, O=S(=O)([O-])O. The product is COC(=O)CNc1ccccc1[N+](=O)[O-]. Reaction SMILES: [CH3:2][O:3][C:4]([CH2:5][NH2:6])=[O:7].[CH3:53][C:54]#[N:55].[CH3:56][CH2:57][O:58][C:59](=[O:60])[CH3:61].[CH:8]([N:9]([CH:10]([CH3:11])[CH3:12])[CH2:13][CH3:14])([CH3:15])[CH3:16].[ClH:1].[F-:35].[F:37][c:38]1[c:39]([N+:44](=[O:45])[O-:46])[cH:40][cH:41][cH:42][cH:43]1.[K+:36].[K+:52].[O:17]1[CH2:18][CH2:19][O:20][CH2:21][CH2:22][O:23][CH2:24][CH2:25][O:26][CH2:27][CH2:28][O:29][CH2:30][CH2:31][O:32][CH2:33][CH2:34]1.[S:47]([O-:48])([OH:49])(=[O:50])=[O:51]>>[CH3:2][O:3][C:4]([CH2:5][NH:6][c:38]1[c:39]([N+:44](=[O:45])[O-:46])[cH:40][cH:41][cH:42][cH:43]1)=[O:7]. The reactants are C1(=CC=CC=C1)N1N=C(CC1=O)NC1=CC=CC=C1 (1-phenyl-3-anilino-2-pyrazolin-5-one), C(CC(=O)C)(=O)OCC (ethyl acetoacetate), C(C)(=O)O (acetic acid). The solvent is O (water). The product is C1(=CC=CC=C1)N1NC=2N(C(C=C(C2C1=O)C)=O)C1=CC=CC=C1 (2,7-diphenyl-4-methylpyrazolo[3,4-b]pyridine-3,6-dione). The yield is 34.5%. RXN SMILES: [C:1]1([N:7]2[C:11](=[O:12])[CH2:10][C:9]([NH:13][C:14]3[CH:19]=[CH:18][CH:17]=[CH:16][CH:15]=3)=[N:8]2)[CH:6]=[CH:5][CH:4]=[CH:3][CH:2]=1.[C:20](OCC)(=[O:25])[CH2:21][C:22]([CH3:24])=O.C(O)(=O)C>O>[C:1]1([N:7]2[C:11](=[O:12])[C:10]3[C:22]([CH3:24])=[CH:21][C:20](=[O:25])[N:13]([C:14]4[CH:15]=[CH:16][CH:17]=[CH:18][CH:19]=4)[C:9]=3[NH:8]2)[CH:2]=[CH:3][CH:4]=[CH:5][CH:6]=1. Procedure: A mixture of 25 g of 1-phenyl-3-anilino-2-pyrazolin-5-one, 18 g of ethyl acetoacetate, and 150 ml of acetic acid was heat-refluxed for 6 hours. The reaction mixture was diluted with water, and the formed solid was crystallized from acetonitrile to obtain 10.9 g of 2,7-diphenyl-4-methylpyrazolo[3,4-b]pyridine-3,6-dione having a melting point of 145° to 147° C.